Dataset: the Open Reaction Database (ORD), a public repository of structured organic reaction records. Task: describe an organic reaction: reactants, conditions, products, and yield Starting materials: aqueous solution, Cl (hydrochloric acid), C1COC(CC2CCC(CC2)=O)(OCC)O1 (ethyl 4-oxocyclohexylacetate ethylene acetal), C(O)([O-])=O.[Na+] (sodium hydrogencarbonate). Solvent: CC(=O)C (acetone). Conditions: time 10 minute. Yields the product O=C1CCC(CC1)CC(=O)OCC (Ethyl 4-oxocyclohexylacetate). The yield is 96.7%. As a reaction SMILES: Cl.[CH2:2]1O[C:5]([O:14]CC)([CH2:6][CH:7]2[CH2:12][CH2:11][C:10](=[O:13])[CH2:9][CH2:8]2)[O:4][CH2:3]1.C(=O)([O-])O.[Na+]>CC(C)=O>[O:13]=[C:10]1[CH2:11][CH2:12][CH:7]([CH2:6][C:5]([O:4][CH2:3][CH3:2])=[O:14])[CH2:8][CH2:9]1 |f:2.3|. Procedure: 50 ml of a 1N aqueous solution of hydrochloric acid was added to a solution of 5.0 g of ethyl 4-oxocyclohexylacetate ethylene acetal, as obtained in Example 58, in 50 ml of acetone. The reaction mixture was stirred for 10 minutes at room temperature, neutralized by the addition of a saturated aqueous solution of sodium hydrogencarbonate, and then concentrated by evaporation under reduced pressure. The resulting residue was extracted with ethyl acetate. The organic extract was washed with a satur... The reactants are O1CCCC1 (tetrahydrofuran), C(CCC)N (n-butylamine), CC(C1=CC=CC=C1)ON1C(CC(CC1(C)C)=O)(C)C (1-alpha-Methylbenzyloxy-2,2,6,6-tetramethylpiperidin-4-one), C(C)#N (Acetonitrile). Solvent: CCOCC (ether), C1(=CC=CC=C1)C (toluene). Yields the product C(CCC)NC1CC(N(C(C1)(C)C)OC(C1=CC=CC=C1)C)(C)C (4-n-Butylamino-1-alpha-methylbenzyloxy-2,2,6,6-tetramethylpiperidine). Isolated yield 74.0%. Reaction SMILES: [CH2:1]([NH2:5])[CH2:2][CH2:3][CH3:4].[CH3:6][CH:7]([O:14][N:15]1[C:20]([CH3:22])([CH3:21])[CH2:19][C:18](=O)[CH2:17][C:16]1([CH3:25])[CH3:24])[C:8]1[CH:13]=[CH:12][CH:11]=[CH:10][CH:9]=1.C(#N)C.O1CCCC1>CCOCC.C1(C)C=CC=CC=1>[CH2:1]([NH:5][CH:18]1[CH2:19][C:20]([CH3:22])([CH3:21])[N:15]([O:14][CH:7]([CH3:6])[C:8]2[CH:13]=[CH:12][CH:11]=[CH:10][CH:9]=2)[C:16]([CH3:24])([CH3:25])[CH2:17]1)[CH2:2][CH2:3][CH3:4]. Procedure details: The title compound is prepared in 74% yield as a colorless syrup from n-butylamine and 1-alpha-methylbenzyloxy-2, 2,6,6-tetramethylpiperidin-4-one (made in Example 11A) according to the procedure of Example 11B. Acetonitrile is substituted for tetrahydrofuran as the reaction solvent and toluene is substituted for ether in the isolation steps. Starting materials: C(C)(C)(C)SCC=1C=C(C(=O)O)C=CC1OC1=C(C=CC(=C1)CC(=O)OCC)OC (3-tert-Butylsulfanylmethyl-4-(5-ethoxycarbonylmethyl-2-methoxy-phenoxy)-benzoic acid), ON1N=NC2=C1C=CC=C2 (N-hydroxybenzotriazole), C(C)(C)(C)N (tert-butylamine), C(C)N=C=NCCCN(C)C (1-ethyl-3-(3′-dimethylaminopropyl)carbodiimide). Solvent: C(Cl)Cl (CH2Cl2). Run at time 8 hour. Yields the product C(C)OC(CC1=CC(=C(C=C1)OC)OC1=C(C=C(C=C1)C(NC(C)(C)C)=O)CSC(C)(C)C)=O ([3-(4-tert-Butylcarbamoyl-2-tert-butylsulfanylmethyl-phenoxy)-4-methoxy-phenyl]-acetic acid ethyl ester). Reaction SMILES: [C:1]([S:5][CH2:6][C:7]1[CH:8]=[C:9]([CH:13]=[CH:14][C:15]=1[O:16][C:17]1[CH:22]=[C:21]([CH2:23][C:24]([O:26][CH2:27][CH3:28])=[O:25])[CH:20]=[CH:19][C:18]=1[O:29][CH3:30])[C:10](O)=[O:11])([CH3:4])([CH3:3])[CH3:2].[C:31]([NH2:35])([CH3:34])([CH3:33])[CH3:32].C(N=C=NCCCN(C)C)C.ON1C2C=CC=CC=2N=N1>C(Cl)Cl>[CH2:27]([O:26][C:24](=[O:25])[CH2:23][C:21]1[CH:20]=[CH:19][C:18]([O:29][CH3:30])=[C:17]([O:16][C:15]2[CH:14]=[CH:13][C:9]([C:10](=[O:11])[NH:35][C:31]([CH3:34])([CH3:33])[CH3:32])=[CH:8][C:7]=2[CH2:6][S:5][C:1]([CH3:3])([CH3:4])[CH3:2])[CH:22]=1)[CH3:28]. Procedure details: 3-tert-Butylsulfanylmethyl-4-(5-ethoxycarbonylmethyl-2-methoxy-phenoxy)-benzoic acid (0.2 g, 0.46 mmol), tert-butylamine (0.15 mL, 13.9 mmol), 1-ethyl-3-(3′-dimethylaminopropyl)carbodiimide (0.1 g, 0.55 mmol), and N-hydroxybenzotriazole (0.074 g, 0.55 mmol) were combined in CH2Cl2 (8 mL) and stirred overnight. The mixture was concentrated and purified by preparative HPLC to give the title compound. The reactants are C1(CCCCC1)C[C@@H]([C@H]([C@@H](O)C1CC1)O)NC(=O)[C@H](CC=1N=CNC1)NC(=O)[C@@H](CS(=O)(=O)C(CNC(OC(C)(C)C)=O)(C)C)CC1=CC=CC=C1 (tert-butyl [2-[[(S)-2-[[(S)-1-[[(1S,2R,3S)-1-(cyclohexylmethyl)-3-cyclopropyl-2,3-dihydroxypropyl]carbamoyl]-2-imidazol-4-ylethyl]carbamoyl]-3-phenylpropyl]sulphonyl]-2-methylpropyl]carbamate), Cl (hydrochloric acid). The solvent is O1CCOCC1 (dioxan), O1CCOCC1 (dioxan). Conditions: time 1 hour. Product: Cl.Cl.NCC(C)(C)S(=O)(=O)CC(C(=O)N[C@H](C(=O)N[C@H]([C@H]([C@@H](O)C1CC1)O)CC1CCCCC1)CC=1N=CNC1)CC1=CC=CC=C1 ((S)-α-[[[(2-amino-1,1-dimethylethyl)sulphonyl]methyl]hydrocinnamamido]-N-[(1S,2R,3S)-1-(cyclohexylmethyl)-3-cyclopropyl-2,3-dihydroxypropyl]imidazole-4-propionamide dihydrochloride). RXN SMILES: [CH:1]1([CH2:7][C@H:8]([NH:16][C:17]([C@@H:19]([NH:26][C:27]([C@H:29]([CH2:46][C:47]2[CH:52]=[CH:51][CH:50]=[CH:49][CH:48]=2)[CH2:30][S:31]([C:34]([CH3:45])([CH3:44])[CH2:35][NH:36]C(=O)OC(C)(C)C)(=[O:33])=[O:32])=[O:28])[CH2:20][C:21]2[N:22]=[CH:23][NH:24][CH:25]=2)=[O:18])[C@@H:9]([OH:15])[C@H:10]([CH:12]2[CH2:14][CH2:13]2)[OH:11])[CH2:6][CH2:5][CH2:4][CH2:3][CH2:2]1.[ClH:53]>O1CCOCC1>[ClH:53].[ClH:53].[NH2:36][CH2:35][C:34]([S:31]([CH2:30][CH:29]([CH2:46][C:47]1[CH:52]=[CH:51][CH:50]=[CH:49][CH:48]=1)[C:27]([NH:26][C@@H:19]([CH2:20][C:21]1[N:22]=[CH:23][NH:24][CH:25]=1)[C:17]([NH:16][C@@H:8]([CH2:7][CH:1]1[CH2:2][CH2:3][CH2:4][CH2:5][CH2:6]1)[C@@H:9]([OH:15])[C@H:10]([CH:12]1[CH2:13][CH2:14]1)[OH:11])=[O:18])=[O:28])(=[O:33])=[O:32])([CH3:45])[CH3:44] |f:3.4.5|. Reported procedure: A solution of 32 mg (0.043 mmol) of tert-butyl [2-[[(S)-2-[[(S)-1-[[(1S,2R,3S)-1-(cyclohexylmethyl)-3-cyclopropyl-2,3-dihydroxypropyl]carbamoyl]-2-imidazol-4-ylethyl]carbamoyl]-3-phenylpropyl]sulphonyl]-2-methylpropyl]carbamate in 2 ml of dioxan is treated with 2 ml (4 mmol) of 2N hydrochloric acid in dioxan while cooling with ice and stirred for 1 hour. Subsequently, the solution is lyophilized and there are obtained 30 mg of (S)-α-[(S)-α-[[[(2-amino-1,1-dimethylethyl)sulphonyl]methyl]hydrocinn... Reactants: CCOCC, ClCCl, Nc1cc(C(F)(F)F)ccn1, O=C(Cl)Oc1ccccc1, c1ccncc1. The product is O=C(Nc1cc(C(F)(F)F)ccn1)Oc1ccccc1. RXN SMILES: [CH3:31][CH2:32][O:33][CH2:34][CH3:35].[Cl:28][CH2:29][Cl:30].[NH2:1][c:2]1[n:3][cH:4][cH:5][c:6]([C:8]([F:9])([F:10])[F:11])[cH:7]1.[c:12]1([O:18][C:19](=[O:20])[Cl:21])[cH:13][cH:14][cH:15][cH:16][cH:17]1.[cH:22]1[cH:23][cH:24][n:25][cH:26][cH:27]1>>[NH:1]([c:2]1[n:3][cH:4][cH:5][c:6]([C:8]([F:9])([F:10])[F:11])[cH:7]1)[C:19]([O:18][c:12]1[cH:13][cH:14][cH:15][cH:16][cH:17]1)=[O:20]. Starting materials: C(C)C(C(=O)OCCCN1C=CC2=CC(=CC(=C12)C(N)=O)C[C@@H](C)N(CCOC1=C(C=CC=C1)OCC(F)(F)F)C(=O)OC(C)(C)C)CC ((R)-3-[5-[2-[N-(tert-Butoxycarbonyl)-N-[2-[2-(2,2,2-trifluoroethoxy)phenoxy]ethyl]amino]propyl]-7-carbamoyl-1H-indol-1-yl]propyl 2-ethylbutyrate), C([O-])(O)=O.[Na+] (sodium bicarbonate). The solvent is Cl (hydrochloric acid). Product: C(C)C(C(=O)OCCCN1C=CC2=CC(=CC(=C12)C(N)=O)C[C@@H](C)NCCOC1=C(C=CC=C1)OCC(F)(F)F)CC ((R)-3-[7-carbamoyl-5-[2-[[2-[2-(2,2,2-trifluoroethoxy)phenoxy]ethyl]amino]propyl]-1H-indol-1-yl]propyl 2-ethylbutyrate). Yield: 82.4%. As a reaction SMILES: [CH2:1]([CH:3]([CH2:48][CH3:49])[C:4]([O:6][CH2:7][CH2:8][CH2:9][N:10]1[C:18]2[C:13](=[CH:14][C:15]([CH2:22][C@H:23]([N:25](C(OC(C)(C)C)=O)[CH2:26][CH2:27][O:28][C:29]3[CH:34]=[CH:33][CH:32]=[CH:31][C:30]=3[O:35][CH2:36][C:37]([F:40])([F:39])[F:38])[CH3:24])=[CH:16][C:17]=2[C:19](=[O:21])[NH2:20])[CH:12]=[CH:11]1)=[O:5])[CH3:2].C(=O)(O)[O-].[Na+]>Cl>[CH2:48]([CH:3]([CH2:1][CH3:2])[C:4]([O:6][CH2:7][CH2:8][CH2:9][N:10]1[C:18]2[C:13](=[CH:14][C:15]([CH2:22][C@H:23]([NH:25][CH2:26][CH2:27][O:28][C:29]3[CH:34]=[CH:33][CH:32]=[CH:31][C:30]=3[O:35][CH2:36][C:37]([F:39])([F:38])[F:40])[CH3:24])=[CH:16][C:17]=2[C:19](=[O:21])[NH2:20])[CH:12]=[CH:11]1)=[O:5])[CH3:49] |f:1.2|. Procedure details: (R)-3-[5-[2-[N-(tert-Butoxycarbonyl)-N-[2-[2-(2,2,2-trifluoroethoxy)phenoxy]ethyl]amino]propyl]-7-carbamoyl-1H-indol-1-yl]propyl 2-ethylbutyrate (1.56 g) was dissolved in isopropano (10 ml), and concentrated hydrochloric acid (5.0 ml) was added dropwise to the solution under ice-cooling with stirring. After the mixture was stirred for 4 hours at room temperature, a saturated aqueous sodium bicarbonate solution was added to the reaction mixture under ice-cooling, and the mixture was extracted wit... Reactants: CC(C#N)(C)C1=NC=CC(=C1)B1OC(C(O1)(C)C)(C)C (2-methyl-2-[4-(4,4,5,5-tetramethyl-1,3,2-dioxaborolan-2-yl)-2-pyridyl]propane nitrile), NC=1C(=NC(=CN1)Br)C1=NN=C(O1)C1=CC=C(C=C1)CN(C(OC(C)(C)C)=O)C (tert-butyl N-[[4-[5-(3-amino-6-bromo-pyrazin-2-yl)-1,3,4-oxadiazol-2-yl]phenyl]methyl]-N-methyl-carbamate), aqueous solution, C([O-])([O-])=O.[Na+].[Na+] (sodium carbonate). The reagents and catalysts are C=1C=CC(=CC1)[P](C=2C=CC=CC2)(C=3C=CC=CC3)[Pd]([P](C=4C=CC=CC4)(C=5C=CC=CC5)C=6C=CC=CC6)([P](C=7C=CC=CC7)(C=8C=CC=CC8)C=9C=CC=CC9)[P](C=1C=CC=CC1)(C=1C=CC=CC1)C=1C=CC=CC1 (Pd(PPh3)4). The solvent is O1CCOCC1 (dioxane). Conditions: temperature 150 celsius, time 30 minute. The product is NC=1C(=NC(=CN1)C1=CC(=NC=C1)C(C)(C)C#N)C1=NN=C(O1)C1=CC=C(C=C1)CN(C(OC(C)(C)C)=O)C (tert-butyl N-[[4-[5-[3-amino-6-[2-(1-cyano-1-methyl-ethyl)-4-pyridyl]pyrazin-2-yl]-1,3,4-oxadiazol-2-yl]phenyl]methyl]-N-methyl-carbamate). Yield: 100.0%. RXN SMILES: [CH3:1][C:2]([C:6]1[CH:11]=[C:10](B2OC(C)(C)C(C)(C)O2)[CH:9]=[CH:8][N:7]=1)([CH3:5])[C:3]#[N:4].[NH2:21][C:22]1[C:23]([C:29]2[O:33][C:32]([C:34]3[CH:39]=[CH:38][C:37]([CH2:40][N:41]([CH3:49])[C:42](=[O:48])[O:43][C:44]([CH3:47])([CH3:46])[CH3:45])=[CH:36][CH:35]=3)=[N:31][N:30]=2)=[N:24][C:25](Br)=[CH:26][N:27]=1.C(=O)([O-])[O-].[Na+].[Na+]>O1CCOCC1.C1C=CC([P]([Pd]([P](C2C=CC=CC=2)(C2C=CC=CC=2)C2C=CC=CC=2)([P](C2C=CC=CC=2)(C2C=CC=CC=2)C2C=CC=CC=2)[P](C2C=CC=CC=2)(C2C=CC=CC=2)C2C=CC=CC=2)(C2C=CC=CC=2)C2C=CC=CC=2)=CC=1>[NH2:21][C:22]1[C:23]([C:29]2[O:33][C:32]([C:34]3[CH:35]=[CH:36][C:37]([CH2:40][N:41]([CH3:49])[C:42](=[O:48])[O:43][C:44]([CH3:45])([CH3:46])[CH3:47])=[CH:38][CH:39]=3)=[N:31][N:30]=2)=[N:24][C:25]([C:10]2[CH:9]=[CH:8][N:7]=[C:6]([C:2]([C:3]#[N:4])([CH3:1])[CH3:5])[CH:11]=2)=[CH:26][N:27]=1 |f:2.3.4,^1:65,67,86,105|. Procedure details: To a solution of 2-methyl-2-[4-(4,4,5,5-tetramethyl-1,3,2-dioxaborolan-2-yl)-2-pyridyl]propane nitrile (103 mg, 0.3784 mmol) in dioxane (1.133 mL) was added of tert-butyl N-[[4-[5-(3-amino-6-bromo-pyrazin-2-yl)-1,3,4-oxadiazol-2-yl]phenyl]methyl]-N-methyl-carbamate (174.6 mg, 0.3784 mmol) and reaction was treated with 2 M aqueous solution of sodium carbonate (567.5 μL of 2 M, 1.135 mmol). The reaction mixture was degassed with 5× vacuum/nitrogen cycles. Then Pd(PPh3)4 (43.85 mg, 0.03795 mmol) wa...